This data is from the Open Reaction Database (ORD), a public repository of structured organic reaction records. The task is: describe an organic reaction: reactants, conditions, products, and yield Starting materials: CC1=C(C(=CC(=C1)C)C)SC1=NNC=N1 (3-(2,4,6-trimethylphenyl)thio-1H-1,2,4-triazole), CO (methanol), OXONE monopersulfate. Run in O (water), O (water). Product: CC1=C(C(=CC(=C1)C)C)S(=O)C1=NNC=N1 (3-(2,4,6-Trimethylphenyl)sulfinyl-1H-1,2,4-triazole). RXN SMILES: [CH3:1][C:2]1[CH:7]=[C:6]([CH3:8])[CH:5]=[C:4]([CH3:9])[C:3]=1[S:10][C:11]1[N:15]=[CH:14][NH:13][N:12]=1.C[OH:17]>O>[CH3:9][C:4]1[CH:5]=[C:6]([CH3:8])[CH:7]=[C:2]([CH3:1])[C:3]=1[S:10]([C:11]1[N:15]=[CH:14][NH:13][N:12]=1)=[O:17]. Procedure details: To a mixture of OXONE monopersulfate compound (3.02 g) and water (30 ml) was added dropwise a mixture of 3-(2,4,6-trimethylphenyl)thio-1H-1,2,4-triazole (Example 32-a) (1.08 g) and methanol (30 ml) with stirring it at room temperature. After the addition was completed, the reaction mixture was stirred for 3 hours, and water (20 ml) was added. Precipitated crystals were collected by filtration, and washed with water, ethyl acetate, and hexane in this order to yield the title compound (820 mg). Reactants: C(C)(=O)OCC (ethyl acetate), [F-].C(CCC)[N+](CCCC)(CCCC)CCCC (tetrabutylammonium fluoride), solution, C(C)C1=CC=C(C=C1)C=1C=C2C(=NN(C2=CC1C1=CC=C(C=C1)OCC1=CC=CC=C1)COCC[Si](C)(C)C)NC(CCC)=O (N-[5-(4-ethylphenyl)-6-[4-(phenylmethoxy)phenyl]-1-[[2-(trimethylsilyl)ethoxy]methyl]-1H-indazol-3-yl]butanamide). Solvent: O1CCCC1 (tetrahydrofuran), O1CCCC1 (tetrahydrofuran). Product: C(C)C1=CC=C(C=C1)C=1C=C2C(=NNC2=CC1C1=CC=C(C=C1)OCC1=CC=CC=C1)NC(CCC)=O (N-[5-(4-ethylphenyl)-6-[4-(phenylmethoxy)phenyl]-1H-indazol-3-yl]butanamide). Yield: 98.3%. RXN SMILES: [F-].C([N+](CCCC)(CCCC)CCCC)CCC.[CH2:19]([C:21]1[CH:26]=[CH:25][C:24]([C:27]2[CH:28]=[C:29]3[C:33](=[CH:34][C:35]=2[C:36]2[CH:41]=[CH:40][C:39]([O:42][CH2:43][C:44]4[CH:49]=[CH:48][CH:47]=[CH:46][CH:45]=4)=[CH:38][CH:37]=2)[N:32](COCC[Si](C)(C)C)[N:31]=[C:30]3[NH:58][C:59](=[O:63])[CH2:60][CH2:61][CH3:62])=[CH:23][CH:22]=1)[CH3:20].C(OCC)(=O)C>O1CCCC1>[CH2:19]([C:21]1[CH:26]=[CH:25][C:24]([C:27]2[CH:28]=[C:29]3[C:33](=[CH:34][C:35]=2[C:36]2[CH:41]=[CH:40][C:39]([O:42][CH2:43][C:44]4[CH:45]=[CH:46][CH:47]=[CH:48][CH:49]=4)=[CH:38][CH:37]=2)[NH:32][N:31]=[C:30]3[NH:58][C:59](=[O:63])[CH2:60][CH2:61][CH3:62])=[CH:23][CH:22]=1)[CH3:20] |f:0.1|. Procedure: 8.3 cm3 of tetrabutylammonium fluoride as a 1M solution in tetrahydrofuran are added to 850 mg of N-[5-(4-ethylphenyl)-6-[4-(phenylmethoxy)phenyl]-1-[[2-(trimethylsilyl)ethoxy]methyl]-1H-indazol-3-yl]butanamide, described previously, in 50 cm3 of tetrahydrofuran, and the mixture is refluxed for 18 hours; after cooling, 75 cm3 of ethyl acetate are added and the organic phase is washed successively with 2×100 cm3 of saturated sodium hydrogen carbonate solution and with 75 cm3 of saturated sodium c... Starting materials: CC([C@@H](C(=O)OC)N1C(C2=CC(=CC=C2C1)C1=CC=C(C=C1)NC(=O)C=1SC(=CN1)C1=CC=CC=C1)=O)C ((S)-Methyl 3-methyl-2-(1-oxo-6-(4-(5-phenylthiazole-2-carboxamido)phenyl)isoindolin-2-yl)butanoate), NC1=CC=C(C=C1)C1=CC=C2CN(C(C2=C1)=O)[C@H](C(=O)OC)C(C)C ((S)-Methyl 2-(6-(4-aminophenyl)-1-oxoisoindolin-2-yl)-3-methylbutanoate), FC1=CC=C(C=C1)C1=NOC(=C1)C(=O)OCC (ethyl 3-(4-fluorophenyl)isoxazole-5-carboxylate). Product: FC1=CC=C(C=C1)C1=NOC(=C1)C(=O)NC1=CC=C(C=C1)C1=CC=C2CN(C(C2=C1)=O)[C@H](C(=O)OC)C(C)C ((S)-Methyl 2-(6-(4-(3-(4-fluorophenyl)isoxazole-5-carboxamido)phenyl)-1-oxoisoindolin-2-yl)-3-methylbutanoate). RXN SMILES: [CH3:1][CH:2]([CH3:38])[C@H:3]([N:8]1[CH2:16][C:15]2[C:10](=[CH:11][C:12]([C:17]3[CH:22]=[CH:21][C:20]([NH:23][C:24]([C:26]4SC(C5C=CC=CC=5)=CN=4)=[O:25])=[CH:19][CH:18]=3)=[CH:13][CH:14]=2)[C:9]1=[O:37])[C:4]([O:6][CH3:7])=[O:5].NC1C=CC(C2C=C3C(CN([C@@H](C(C)C)C(OC)=O)C3=O)=CC=2)=CC=1.[F:64][C:65]1[CH:70]=[CH:69][C:68]([C:71]2[CH:75]=C(C(OCC)=O)[O:73][N:72]=2)=[CH:67][CH:66]=1>>[F:64][C:65]1[CH:66]=[CH:67][C:68]([C:71]2[CH:75]=[C:26]([C:24]([NH:23][C:20]3[CH:19]=[CH:18][C:17]([C:12]4[CH:11]=[C:10]5[C:15]([CH2:16][N:8]([C@@H:3]([CH:2]([CH3:1])[CH3:38])[C:4]([O:6][CH3:7])=[O:5])[C:9]5=[O:37])=[CH:14][CH:13]=4)=[CH:22][CH:21]=3)=[O:25])[O:73][N:72]=2)=[CH:69][CH:70]=1. Procedure: The compound of example 615 was prepared analogous to the compound of example 611 by reaction of compound of example 6 with ethyl 3-(4-fluorophenyl)isoxazole-5-carboxylate. The reactants are CO, Cl, C1COCCO1, CC(C)(C)OC(=O)NC1CCN(C(=O)c2nccs2)C1. The product is NC1CCN(C(=O)c2nccs2)C1. Reaction SMILES: [CH3:22][OH:23].[ClH:21].[O:24]1[CH2:25][CH2:26][O:27][CH2:28][CH2:29]1.[s:1]1[c:2]([C:6](=[O:7])[N:8]2[CH2:9][CH:10]([NH:13][C:14](=[O:15])[O:16][C:17]([CH3:18])([CH3:19])[CH3:20])[CH2:11][CH2:12]2)[n:3][cH:4][cH:5]1>>[s:1]1[c:2]([C:6](=[O:7])[N:8]2[CH2:9][CH:10]([NH2:13])[CH2:11][CH2:12]2)[n:3][cH:4][cH:5]1. Starting materials: C(=O)(O)CN(S(=O)(=O)C)C1=CC=C(C=C1)N\C(\C1=CC=CC=C1)=C\1/C(NC2=CC=CC=C12)=O ((Z)-3-{1-[4-(N-carboxymethyl-N-methylsulphonylamino)-phenylamino]-1-phenyl-methylidene}-2-indolinone), [Cl-].C[NH2+]C (dimethylammonium chloride), C=1C=CC2=C(C1)N=NN2O (HOBt), CN(C)C(=[N+](C)C)ON1C2=C(C=CC=C2)N=N1.[B-](F)(F)(F)F (TBTU), C(C)N(C(C)C)C(C)C (N-ethyl-N,N-diisopropylamine). Run in CN(C)C=O (DMF). Yields the product CN(C(=O)CN(S(=O)(=O)C)C1=CC=C(C=C1)N\C(\C1=CC=CC=C1)=C\1/C(NC2=CC=CC=C12)=O)C ((Z)-3-{1-[4-(N-dimethylaminocarbonylmethyl-N-methylsulphonylamino)-phenylamino]-1-phenyl-methylidene}-2-indolinone). As a reaction SMILES: [C:1]([CH2:4][N:5]([C:10]1[CH:15]=[CH:14][C:13]([NH:16]/[C:17](=[C:24]2\[C:25](=[O:33])[NH:26][C:27]3[C:32]\2=[CH:31][CH:30]=[CH:29][CH:28]=3)/[C:18]2[CH:23]=[CH:22][CH:21]=[CH:20][CH:19]=2)=[CH:12][CH:11]=1)[S:6]([CH3:9])(=[O:8])=[O:7])([OH:3])=O.[Cl-].[CH3:35][NH2+:36][CH3:37].C1C=CC2N(O)N=NC=2C=1.CN(C(ON1N=NC2C=CC=CC1=2)=[N+](C)C)C.[B-](F)(F)(F)F.C(N(C(C)C)C(C)C)C>CN(C=O)C>[CH3:35][N:36]([CH3:37])[C:1]([CH2:4][N:5]([C:10]1[CH:15]=[CH:14][C:13]([NH:16]/[C:17](=[C:24]2\[C:25](=[O:33])[NH:26][C:27]3[C:32]\2=[CH:31][CH:30]=[CH:29][CH:28]=3)/[C:18]2[CH:23]=[CH:22][CH:21]=[CH:20][CH:19]=2)=[CH:12][CH:11]=1)[S:6]([CH3:9])(=[O:8])=[O:7])=[O:3] |f:1.2,4.5|. Reported procedure: Prepared analogously to Example 18 from (Z)-3-{1-[4-(N-carboxymethyl-N-methylsulphonylamino)-phenylamino]-1-phenyl-methylidene}-2-indolinone, dimethylammonium chloride, HOBt, TBTU and N-ethyl-N,N-diisopropylamine in DMF.